From a dataset of the Open Reaction Database (ORD), a public repository of structured organic reaction records. describe an organic reaction: reactants, conditions, products, and yield Reactants: [Si](C)(C)(C(C)(C)C)OC(COCP(OCC)(OCC)=O)CO[Si](C)(C)C(C)(C)C (diethyl 2,3-bis(t-butyldimethylsilyloxy)propoxymethylphosphonate). Solvent: C(C)(=O)O (acetic acid). The product is [Si](C)(C)(C(C)(C)C)OC(COCP(OCC)(OCC)=O)CO (diethyl 2-t-butyldimethylsilyloxy-3-hydroxypropoxymethylphosphonate). Isolated yield 44.8%. Reaction SMILES: [Si:1]([O:8][CH:9]([CH2:21][O:22][Si](C(C)(C)C)(C)C)[CH2:10][O:11][CH2:12][P:13](=[O:20])([O:17][CH2:18][CH3:19])[O:14][CH2:15][CH3:16])([C:4]([CH3:7])([CH3:6])[CH3:5])([CH3:3])[CH3:2]>C(O)(=O)C>[Si:1]([O:8][CH:9]([CH2:21][OH:22])[CH2:10][O:11][CH2:12][P:13](=[O:20])([O:17][CH2:18][CH3:19])[O:14][CH2:15][CH3:16])([C:4]([CH3:6])([CH3:5])[CH3:7])([CH3:3])[CH3:2]. Procedure: A solution of diethyl 2,3-bis(t-butyldimethylsilyloxy)propoxymethylphosphonate (1 g, 2.13 mmol) in 80% aqueous acetic acid (20 ml) was stirred at 20° C. for 4 h. The solvent was evaporated in vacuo, co-evaporated with toluene and the residue chromatographed on silica, eluting with ethyl acetate-hexane 2:1, affording diethyl 2-t-butyldimethylsilyloxy-3-hydroxypropoxymethylphosphonate (340mg, 45%) as a clear liquid. νmax (film) 3400, 1460, 1390 and 1250 cm-1 ; δH (CDCl3), 0.05 (6H, s, CH3SiCH3), 0... The reactants are CC(C)=O, Cc1csc2nc3ccccc3n12, CCI. Yields the product CC[n+]1c2ccccc2n2c(C)csc21, [I-]. RXN SMILES: [CH3:17][C:18](=[O:19])[CH3:20].[CH3:1][c:2]1[cH:3][s:4][c:5]2[n:6][c:7]3[c:8]([n:9]12)[cH:10][cH:11][cH:12][cH:13]3.[I:14][CH2:15][CH3:16]>>[CH3:1][c:2]1[cH:3][s:4][c:5]2[n+:6]([CH2:15][CH3:16])[c:7]3[c:8]([n:9]12)[cH:10][cH:11][cH:12][cH:13]3.[I-:14].